From a dataset of the Open Reaction Database (ORD), a public repository of structured organic reaction records. describe an organic reaction: reactants, conditions, products, and yield Starting materials: [H][H] (hydrogen), [H][H] (hydrogen), CC1=C(N=CN1)C(C1=C(C=CC=C1)C)=O (5-methyl-4-(2'-methylbenzoyl)imidazole). The reagents and catalysts are [Pd] (palladium-on-carbon). Run in C(C)(=O)O (acetic acid). Yields the product CC1=C(N=CN1)CC1=C(C=CC=C1)C (5-Methyl-4-(2'-methylbenzyl)imidazole). RXN SMILES: [CH3:1][C:2]1[NH:6][CH:5]=[N:4][C:3]=1[C:7](=O)[C:8]1[CH:13]=[CH:12][CH:11]=[CH:10][C:9]=1[CH3:14].[H][H]>C(O)(=O)C.[Pd]>[CH3:1][C:2]1[NH:6][CH:5]=[N:4][C:3]=1[CH2:7][C:8]1[CH:13]=[CH:12][CH:11]=[CH:10][C:9]=1[CH3:14]. Reported procedure: 2.1 g of 5-methyl-4-(2'-methylbenzoyl)imidazole are dissolved in 10 ml of acetic acid. 0.2 g of 10% palladium-on-carbon is added and the reaction mixture is agitated vigorously at about 60° C. in a hydrogen atmosphere until the uptake of hydrogen ceases. The mixture is then cooled and filtered and the filtrate is evaporated to dryness. The residue is dissolved in 20 ml of water and the resultant solution is made alkaline (pH about 10) with sodium hydroxide. The precipitate which forms is removed... Starting materials: Brc1ccccc1, CCCCCC, CCOC(=O)c1c(O)c(Cl)c(C)n(C)c1=O, Nc1nc[nH]n1. Yields the product Cc1c(Cl)c(O)c(C(=O)Nc2nc[nH]n2)c(=O)n1C. Reaction SMILES: [Br:23][c:24]1[cH:25][cH:26][cH:27][cH:28][cH:29]1.[CH3:30][CH2:31][CH2:32][CH2:33][CH2:34][CH3:35].[Cl:1][c:2]1[c:3]([OH:16])[c:4]([C:11](=[O:12])[O:13][CH2:14][CH3:15])[c:5](=[O:10])[n:6]([CH3:9])[c:7]1[CH3:8].[NH2:17][c:18]1[n:19][nH:20][cH:21][n:22]1>>[Cl:1][c:2]1[c:3]([OH:16])[c:4]([C:11](=[O:12])[NH:17][c:18]2[n:19][nH:20][cH:21][n:22]2)[c:5](=[O:10])[n:6]([CH3:9])[c:7]1[CH3:8]. Reactants: ClC1=NC(=CC(=C1)CO)Cl (2,6-dichloro-4-hydroxymethylpyridine), C(C(=O)Cl)(=O)Cl (oxalyl chloride), CS(=O)C (dimethyl sulphoxide). The solvent is C(C)N(CC)CC (triethylamine). Product: ClC1=NC(=CC(=C1)[C@H]1[C@@H](C1)C=O)Cl ((±)-[trans-2-(2,6-dichloro-4-pyridyl)cyclopropyl]methanal). As a reaction SMILES: [Cl:1][C:2]1[CH:7]=[C:6]([CH2:8]O)[CH:5]=[C:4]([Cl:10])[N:3]=1.[C:11](Cl)(=[O:15])[C:12](Cl)=O.[CH3:17]S(C)=O>C(N(CC)CC)C>[Cl:1][C:2]1[CH:7]=[C:6]([C@@H:8]2[CH2:17][C@H:12]2[CH:11]=[O:15])[CH:5]=[C:4]([Cl:10])[N:3]=1. Reported procedure: The above alcohol (0.21 g) was oxidised using the conditions of Swern (oxalyl chloride, 0.1 ml; dimethyl sulphoxide. 0.15 ml; triethylamine. 0.66 ml) to give (±)-[trans-2-(2,6-dichloro-4-pyridyl)cyclopropyl]methanal (0.2 g). NMR 1H: 9.44(1H,d), 6.96(2H,s), Starting materials: [N+](=O)([O-])C=1C=CC2=C(SC=C2C=O)C1 (6-nitrobenzo[b]thiophene-3-carboxaldehyde), N\C(=C/C(=O)OCC)\C (ethyl 3-aminocrotonate). Yields the product CC=1NC(=C(C(C1C(=O)OCC)C=1C2=C(SC1)C=C(C=C2)[N+](=O)[O-])C(=O)OCC)C (1,4-dihydro-2,6-dimethyl-4-(6-nitrobenzo[b]thien-3-yl]-3,5-pyridinedicarboxylic acid, diethyl ester). Isolated yield 38.5%. Reaction SMILES: [N+:1]([C:4]1[CH:5]=[CH:6][C:7]2[C:11]([CH:12]=O)=[CH:10][S:9][C:8]=2[CH:14]=1)([O-:3])=[O:2].[NH2:15]/[C:16](/[CH3:23])=[CH:17]\[C:18]([O:20][CH2:21][CH3:22])=[O:19]>>[CH3:23][C:16]1[NH:15][C:16]([CH3:23])=[C:17]([C:18]([O:20][CH2:21][CH3:22])=[O:19])[CH:12]([C:11]2[C:7]3[CH:6]=[CH:5][C:4]([N+:1]([O-:3])=[O:2])=[CH:14][C:8]=3[S:9][CH:10]=2)[C:17]=1[C:18]([O:20][CH2:21][CH3:22])=[O:19]. Procedure: Following the procedure of Example 16C, 0.5 g of 6-nitrobenzo[b]thiophene-3-carboxaldehyde and 0.7 g of ethyl 3-aminocrotonate were reacted to provide 0.4 g of the desired title product, m.p. 191°-194° C. Reactants: COCCCOc1cc(Br)ccc1F, BrCCBr, C1CCOC1, CN1CCOCC1, CCCCCC, [Mg], CC(C)C(C=O)CC(N=[N+]=[N-])C1CC(C(C)C)C(=O)O1. The product is COCCCOc1cc(C(O)C(CC(N=[N+]=[N-])C2CC(C(C)C)C(=O)O2)C(C)C)ccc1F. As a reaction SMILES: [Br:1][c:2]1[cH:3][c:4]([O:9][CH2:10][CH2:11][CH2:12][O:13][CH3:14])[c:5]([F:8])[cH:6][cH:7]1.[Br:29][CH2:30][CH2:31][Br:32].[CH2:53]1[O:54][CH2:55][CH2:56][CH2:57]1.[CH3:15][N:16]1[CH2:17][CH2:18][O:19][CH2:20][CH2:21]1.[CH3:22][CH2:23][CH2:24][CH2:25][CH2:26][CH3:27].[Mg:28].[N:33](=[N+:34]=[N-:35])[CH:36]([CH2:37][CH:38]([CH:39]=[O:40])[CH:41]([CH3:42])[CH3:43])[CH:44]1[O:45][C:46](=[O:52])[CH:47]([CH:49]([CH3:50])[CH3:51])[CH2:48]1>>[c:2]1([CH:39]([CH:38]([CH2:37][CH:36]([N:33]=[N+:34]=[N-:35])[CH:44]2[O:45][C:46](=[O:52])[CH:47]([CH:49]([CH3:50])[CH3:51])[CH2:48]2)[CH:41]([CH3:42])[CH3:43])[OH:40])[cH:3][c:4]([O:9][CH2:10][CH2:11][CH2:12][O:13][CH3:14])[c:5]([F:8])[cH:6][cH:7]1. Reactants: C(C)(=O)Cl (acetyl chloride), C(=O)(O)C1=C(C=CC=C1)C1=C(C(=O)NC2=CC=C(C(=O)N3CCCC4=CC=CC=C34)C=C2)C=CC=C1 (1-{4-[2-(2-carboxyphenyl)benzoylamino]benzoyl}-1,2,3,4-tetrahydroquinoline). Run in CO (methanol). Reaction conditions: time 30 minute. Yields the product COC(=O)C1=C(C=CC=C1)C1=C(C(=O)NC2=CC=C(C(=O)N3CCCC4=CC=CC=C34)C=C2)C=CC=C1 (1-{4-[2-(2methoxycarbonylphenyl)benzoylamino]benzoyl}-1,2,3,4tetrahydroquinoline). As a reaction SMILES: [C:1](Cl)(=O)C.[C:5]([C:8]1[CH:13]=[CH:12][CH:11]=[CH:10][C:9]=1[C:14]1[CH:40]=[CH:39][CH:38]=[CH:37][C:15]=1[C:16]([NH:18][C:19]1[CH:36]=[CH:35][C:22]([C:23]([N:25]2[C:34]3[C:29](=[CH:30][CH:31]=[CH:32][CH:33]=3)[CH2:28][CH2:27][CH2:26]2)=[O:24])=[CH:21][CH:20]=1)=[O:17])([OH:7])=[O:6]>CO>[CH3:1][O:6][C:5]([C:8]1[CH:13]=[CH:12][CH:11]=[CH:10][C:9]=1[C:14]1[CH:40]=[CH:39][CH:38]=[CH:37][C:15]=1[C:16]([NH:18][C:19]1[CH:36]=[CH:35][C:22]([C:23]([N:25]2[C:34]3[C:29](=[CH:30][CH:31]=[CH:32][CH:33]=3)[CH2:28][CH2:27][CH2:26]2)=[O:24])=[CH:21][CH:20]=1)=[O:17])=[O:7]. Reported procedure: To a solution of acetyl chloride (1 ml) and methanol (20 ml) was added 1-{4-[2-(2-carboxyphenyl)benzoylamino]benzoyl}-1,2,3,4-tetrahydroquinoline (350 mg) at 0° C. The solution was stirred for 30 minutes at the same temperature and then stirred for 3 hours at ambient temperature. The solvent was evaporated in vacuo and triturated from dichloromethane to give 1-{4-[2-(2methoxycarbonylphenyl)benzoylamino]benzoyl}-1,2,3,4tetrahydroquinoline (300 mg).